Dataset: the Open Reaction Database (ORD), a public repository of structured organic reaction records. Task: describe an organic reaction: reactants, conditions, products, and yield Reaction SMILES: [NH2:1][C@H:2]([C:5]([OH:7])=[O:6])[CH2:3][SH:4].[N:8]1[CH:13]=[CH:12][CH:11]=[C:10]([CH:14]=O)[CH:9]=1>C(O)C>[N:8]1[CH:13]=[CH:12][CH:11]=[C:10]([CH:14]2[NH:1][CH:2]([C:5]([OH:7])=[O:6])[CH2:3][S:4]2)[CH:9]=1. The product is N1=CC(=CC=C1)C1SCC(N1)C(=O)O (2-(3-pyridinyl)-4-thiazolidinecarboxylic acid). Starting materials: N[C@@H](CS)C(=O)O (Cysteine), N1=CC(=CC=C1)C=O (3-pyridine carboxaldehyde). Conditions: temperature 100 celsius. Run in C(C)O (ethanol). Procedure: Cysteine (24.2 g, 0.2 mole) and 3-pyridine carboxaldehyde (21.4 g, 0.2 mmole) were suspended in 60% aqueous ethanol (400 mL) and the mixture was heated at 100° C. for 5 hours. The reaction mixture was then cooled and most of the solvent was removed in vacuo. The resulting slurry was washed with ethanol and filtered. This material was dried overnight in vacuo at 50° C. to afford the thiazolidine acid (34 g, 81%). Isolated yield 80855.0%. Reactants: OC1=CC=C(C=C1)C(CC(=O)OC)=O (methyl 3-(4-hydroxyphenyl)-3-oxopropanoate), C(C)ON.Cl (EtONH2.HCl). The solvent is CO (methanol). Reaction conditions: temperature 65 celsius. Yields the product C(C)ON=C(CC(=O)OC)C1=CC=C(C=C1)O (Methyl 3-(ethoxyimino)-3-(4-hydroxyphenyl)propanoate). RXN SMILES: [OH:1][C:2]1[CH:7]=[CH:6][C:5]([C:8](=O)[CH2:9][C:10]([O:12][CH3:13])=[O:11])=[CH:4][CH:3]=1.[CH2:15]([O:17][NH2:18])[CH3:16].Cl>CO>[CH2:15]([O:17][N:18]=[C:8]([C:5]1[CH:6]=[CH:7][C:2]([OH:1])=[CH:3][CH:4]=1)[CH2:9][C:10]([O:12][CH3:13])=[O:11])[CH3:16] |f:1.2|. Procedure: A mixture of methyl 3-(4-hydroxyphenyl)-3-oxopropanoate (1 g) and EtONH2.HCl (600 mg) in methanol (10 mL) was heated at 65° C. for 2 h. Methanol was removed in vacuo, and saturated sodium bicarbonate was added to the residue. The aqueous solution was extracted with ethyl acetate (×4), and the combined organic layers were washed with brine, dried over anhydrous sodium sulfate, and filtered. The filtrate was evaporated in vacuo to give the title compound as a colorless oil, which was used directly... Reactants: C(C1=CC=CC=C1)(=O)Cl (benzoylchloride), OC=1C(=NC(=CC1)C)C1=NC(=CC=C1O)C (3,3'-Dihydroxy-6,6'-dimethyl-2,2'-bipyridine), C(Cl)(Cl)Cl (chloroform). Product: C(C1=CC=CC=C1)(=O)OC=1C(=NC(=CC1)C)C1=NC(=CC=C1OC(C1=CC=CC=C1)=O)C (3,3'-Dibenzoyloxy-6,6'-dimethyl-2,2'-bipyridine). Reaction conditions: time 1.5 hour. Reaction SMILES: [OH:1][C:2]1[C:3]([C:9]2[C:14]([OH:15])=[CH:13][CH:12]=[C:11]([CH3:16])[N:10]=2)=[N:4][C:5]([CH3:8])=[CH:6][CH:7]=1.[C:17](Cl)(=[O:24])[C:18]1[CH:23]=[CH:22][CH:21]=[CH:20][CH:19]=1.C(Cl)(Cl)Cl>N1C=CC=CC=1>[C:17]([O:15][C:14]1[C:9]([C:3]2[C:2]([O:1][C:17](=[O:24])[C:18]3[CH:23]=[CH:22][CH:21]=[CH:20][CH:19]=3)=[CH:7][CH:6]=[C:5]([CH3:8])[N:4]=2)=[N:10][C:11]([CH3:16])=[CH:12][CH:13]=1)(=[O:24])[C:18]1[CH:23]=[CH:22][CH:21]=[CH:20][CH:19]=1. Procedure: 3,3'-Dihydroxy-6,6'-dimethyl-2,2'-bipyridine (5) (0.22 g, 1.02 mmoles) was dissolved in 12 ml pyridine and benzoylchloride (0.30 g, 2.13 mmoles) was added. After stirring for 1.5 hours at room temperature, 100 ml chloroform was added and the solution was extracted with 100 ml saturated sodium hydrogen carbonate solution. The chloroform phase was dried and evaporated to dryness. The product was crystallized as a grey powder from cyclohexane. Run in N1=CC=CC=C1 (pyridine). The reactants are COCCO (2-methoxyethanol), [H-].[Na+] (sodium hydride), O (water), ClC1=NC=CC2=C1N=C(N(C2=O)C2=CC=C(C=C2)OCC(F)(F)F)OCC (8-Chloro-2-ethoxy-3-[4-(2,2,2-trifluoroethoxy)phenyl]pyrido[3,4-d]pyrimidin-4(3H)-one). Run in CN(C=O)C (N,N-dimethylformamide). Reaction conditions: time 30 minute. The product is C(C)OC=1N(C(C2=C(N1)C(=NC=C2)OCCOC)=O)C2=CC=C(C=C2)OCC(F)(F)F (2-ethoxy-8-(2-methoxyethoxy)-3-[4-(2,2,2-trifluoroethoxy)phenyl]pyrido[3,4-d]pyrimidin-4(3H)-one). As a reaction SMILES: [CH3:1][O:2][CH2:3][CH2:4][OH:5].[H-].[Na+].Cl[C:9]1[C:14]2[N:15]=[C:16]([O:32][CH2:33][CH3:34])[N:17]([C:20]3[CH:25]=[CH:24][C:23]([O:26][CH2:27][C:28]([F:31])([F:30])[F:29])=[CH:22][CH:21]=3)[C:18](=[O:19])[C:13]=2[CH:12]=[CH:11][N:10]=1.O>CN(C)C=O>[CH2:33]([O:32][C:16]1[N:17]([C:20]2[CH:25]=[CH:24][C:23]([O:26][CH2:27][C:28]([F:31])([F:30])[F:29])=[CH:22][CH:21]=2)[C:18](=[O:19])[C:13]2[CH:12]=[CH:11][N:10]=[C:9]([O:5][CH2:4][CH2:3][O:2][CH3:1])[C:14]=2[N:15]=1)[CH3:34] |f:1.2|. Reported procedure: To a solution of 2-methoxyethanol (0.019 ml) in N,N-dimethylformamide (3 ml) was added sodium hydride (60% in oil, 9 mg) at room temperature, and the mixture was stirred for 30 min. 8-Chloro-2-ethoxy-3-[4-(2,2,2-trifluoroethoxy)phenyl]pyrido[3,4-d]pyrimidin-4(3H)-one (80 mg) was added to reaction mixture, and the mixture was stirred at 60° C., for 5 hr, and allowed to be cooled to room temperature. To the reaction mixture was added water, and the mixture was extracted with ethyl acetate. The ext... Starting materials: C(CCCCCCCCCCCC)C=1C=C(NC1)C(=O)OC (methyl 4-tridecylpyrrole-2-carboxylate), C(CO)O (ethylene glycol), [OH-].[K+] (potassium hydroxide). Solvent: O (water), O (water). Run at temperature 190 celsius, time 5 hour. Product: C(CCCCCCCCCCCC)C1=CNC=C1 (3-tridecylpyrrole). Isolated yield 97.3%. As a reaction SMILES: [CH2:1]([C:14]1[CH:15]=[C:16](C(OC)=O)[NH:17][CH:18]=1)[CH2:2][CH2:3][CH2:4][CH2:5][CH2:6][CH2:7][CH2:8][CH2:9][CH2:10][CH2:11][CH2:12][CH3:13].C(O)CO.[OH-].[K+]>O>[CH2:1]([C:14]1[CH:15]=[CH:16][NH:17][CH:18]=1)[CH2:2][CH2:3][CH2:4][CH2:5][CH2:6][CH2:7][CH2:8][CH2:9][CH2:10][CH2:11][CH2:12][CH3:13] |f:2.3|. Procedure: Into a mixture of 9.50 g (30.9 mmol) of methyl 4-tridecylpyrrole-2-carboxylate obtained in Synthesis Example 3,200 ml of ethylene glycol and 10 ml of water, was added 20 g of potassium hydroxide and the mixture was heated at 190° C. under stirring for 5 hours. After cooling, the mixture was added with water and extracted with ethyl acetate. The organic layer was collected, washed with water, dried over anhydrous magnesium sulfate and then evaporated. The residue was purified by a silica-gel colu... Reactants: C(CC(=O)C)(=O)OCC (ethyl acetoacetate), N1CCCC1 (pyrrolidine), Example 1 ( 1 ). Product: N1C(CCC1)C(=CC(=O)OCC)C (Ethyl 3-tetrahydropyrrolyl-2-butenoate). Reaction SMILES: [C:1]([O:7][CH2:8][CH3:9])(=[O:6])[CH2:2][C:3]([CH3:5])=O.[NH:10]1[CH2:14][CH2:13][CH2:12][CH2:11]1>>[NH:10]1[CH2:14][CH2:13][CH2:12][CH:11]1[C:3]([CH3:5])=[CH:2][C:1]([O:7][CH2:8][CH3:9])=[O:6]. Procedure details: Ethyl 3-tetrahydropyrrolyl-2-butenoate was prepared (21 g, 99%) from ethyl acetoacetate (15.0 g, 115.26 mmol) and pyrrolidine (71.1 mL, 345.78 mmol) in the same manner as described in the above Example 1 (1), and the obtained product was identified with the following NMR data. Starting materials: C=CCN=C=O, ONc1ccc(Cl)cc1, c1ccccc1. Yields the product C=CCNC(=O)N(O)c1ccc(Cl)cc1. As a reaction SMILES: [CH2:1]([CH:2]=[CH2:3])[N:4]=[C:5]=[O:6].[Cl:7][c:8]1[cH:9][cH:10][c:11]([NH:14][OH:15])[cH:12][cH:13]1.[cH:16]1[cH:17][cH:18][cH:19][cH:20][cH:21]1>>[CH2:1]([CH:2]=[CH2:3])[NH:4][C:5](=[O:6])[N:14]([c:11]1[cH:10][cH:9][c:8]([Cl:7])[cH:13][cH:12]1)[OH:15]. Reactants: C(C=C)C1C(C=CC(C(OC(C2CCCCN2C(C(C2(C(CC(C(C(CC(CC(=C1)C)C)OC)O2)OC)C)O)=O)=O)=O)C(=CC2CC(C(CC2)O)OC)C)C)=O (17-Allyl-1-hydroxy-12-[2-(4-hydroxy-3-methoxycyclohexyl)-1-methylvinyl]-23,25-dimethoxy-13,19,21,27-tetramethyl-11,28-dioxa-4-azatricyclo[22.3.1.04,9 ]octacosa-14,18-diene-2,3,10,16-tetraone), O (Water), C(CCC)[SnH](CCCC)CCCC (tri n-butyltin hydride). Reagents/catalysts: [Pd].C1(=CC=CC=C1)P(C1=CC=CC=C1)C1=CC=CC=C1.C1(=CC=CC=C1)P(C1=CC=CC=C1)C1=CC=CC=C1.C1(=CC=CC=C1)P(C1=CC=CC=C1)C1=CC=CC=C1.C1(=CC=CC=C1)P(C1=CC=CC=C1)C1=CC=CC=C1 (tetrakis(triphenylphosphine) palladium(0)). Solvent: C1(=CC=CC=C1)C (toluene), C(C)(=O)O (acetic acid). Reaction conditions: time 2 hour. Product: C(C=C)C1C(CCC(C(OC(C2CCCCN2C(C(C2(C(CC(C(C(CC(CC(=C1)C)C)OC)O2)OC)C)O)=O)=O)=O)C(=CC2CC(C(CC2)O)OC)C)C)=O (17-Allyl-1-hydroxy-12-[2-(4-hydroxy-3-methoxycyclohexyl)-1-methylvinyl]-23,25-dimethoxy-13,19,21,27-tetramethyl-11,28-dioxa-4-azatricyclo[22.3.1.04,9 ]octacos-18-ene-2,3,10,16-tetraone), solid. As a reaction SMILES: [CH2:1]([CH:4]1[CH:30]=[C:29]([CH3:31])[CH2:28][CH:27]([CH3:32])[CH2:26][CH:25]([O:33][CH3:34])[CH:24]2[O:35][C:20]([OH:39])([CH:21]([CH3:38])[CH2:22][CH:23]2[O:36][CH3:37])[C:19](=[O:40])[C:18](=[O:41])[N:17]2[CH:12]([CH2:13][CH2:14][CH2:15][CH2:16]2)[C:11](=[O:42])[O:10][CH:9]([C:43]([CH3:54])=[CH:44][CH:45]2[CH2:50][CH2:49][CH:48]([OH:51])[CH:47]([O:52][CH3:53])[CH2:46]2)[CH:8]([CH3:55])[CH:7]=[CH:6][C:5]1=[O:56])[CH:2]=[CH2:3].C([SnH](CCCC)CCCC)CCC.O>C1(C)C=CC=CC=1.C(O)(=O)C.[Pd].C1(P(C2C=CC=CC=2)C2C=CC=CC=2)C=CC=CC=1.C1(P(C2C=CC=CC=2)C2C=CC=CC=2)C=CC=CC=1.C1(P(C2C=CC=CC=2)C2C=CC=CC=2)C=CC=CC=1.C1(P(C2C=CC=CC=2)C2C=CC=CC=2)C=CC=CC=1>[CH2:1]([CH:4]1[CH:30]=[C:29]([CH3:31])[CH2:28][CH:27]([CH3:32])[CH2:26][CH:25]([O:33][CH3:34])[CH:24]2[O:35][C:20]([OH:39])([CH:21]([CH3:38])[CH2:22][CH:23]2[O:36][CH3:37])[C:19](=[O:40])[C:18](=[O:41])[N:17]2[CH:12]([CH2:13][CH2:14][CH2:15][CH2:16]2)[C:11](=[O:42])[O:10][CH:9]([C:43]([CH3:54])=[CH:44][CH:45]2[CH2:50][CH2:49][CH:48]([OH:51])[CH:47]([O:52][CH3:53])[CH2:46]2)[CH:8]([CH3:55])[CH2:7][CH2:6][C:5]1=[O:56])[CH:2]=[CH2:3] |f:5.6.7.8.9|. Procedure details: To a stirred solution of 17-Allyl-1-hydroxy-12-[2-(4-hydroxy-3-methoxycyclohexyl)-1-methylvinyl]-23,25-dimethoxy-13,19,21,27-tetramethyl-11,28-dioxa-4-azatricyclo[22.3.1.04,9 ]octacos-14,18-diene-2,3,10,16-tetraone (as prepared in Example 14) (100 mg) in toluene (5 ml) and acetic acid (0.01 ml) was added tetrakis(triphenylphosphine) palladium(0) (0.01 g). After 5 minutes tri n-butyltin hydride (0.04 g) was added and the reaction mixture was stirred at room temperature for 2 hours. Water was adde...